Dataset: the Open Reaction Database (ORD), a public repository of structured organic reaction records. Task: describe an organic reaction: reactants, conditions, products, and yield Solvent: C(C)#N (ACN). As a reaction SMILES: [NH2:1][C:2]1[CH:3]=[C:4]2[C:8](=[CH:9][CH:10]=1)[N:7]([CH2:11][C:12]1[CH:17]=[CH:16][C:15]([C:18]3[CH:23]=[CH:22][CH:21]=[CH:20][CH:19]=3)=[CH:14][CH:13]=1)[C:6]([C:24]([O:26]CC)=[O:25])=[C:5]2[C:29]1[CH:34]=[CH:33][CH:32]=[CH:31][CH:30]=1.[CH3:35][S:36](Cl)(=[O:38])=[O:37]>C(#N)C>[C:15]1([C:18]2[CH:23]=[CH:22][CH:21]=[CH:20][CH:19]=2)[CH:14]=[CH:13][C:12]([CH2:11][N:7]2[C:8]3[C:4](=[CH:3][C:2]([NH:1][S:36]([CH3:35])(=[O:38])=[O:37])=[CH:10][CH:9]=3)[C:5]([C:29]3[CH:34]=[CH:33][CH:32]=[CH:31][CH:30]=3)=[C:6]2[C:24]([OH:26])=[O:25])=[CH:17][CH:16]=1. Product: C1(=CC=C(C=C1)CN1C(=C(C2=CC(=CC=C12)NS(=O)(=O)C)C1=CC=CC=C1)C(=O)O)C1=CC=CC=C1 (1-(1,1′-biphenyl-4-ylmethyl)-5-[(methylsulfonyl)amino]-3-phenyl-1H-indole-2-carboxylic acid). The reactants are NC=1C=C2C(=C(N(C2=CC1)CC1=CC=C(C=C1)C1=CC=CC=C1)C(=O)OCC)C1=CC=CC=C1 (ethyl 5-amino-1-(1,1′-biphenyl-4-ylmethyl)-3-phenyl-1H-indole-2-carboxylate), CS(=O)(=O)Cl (methanesulfonyl chloride). Procedure details: The title compound was prepared from ethyl 5-amino-1-(1,1′-biphenyl-4-ylmethyl)-3-phenyl-1H-indole-2-carboxylate and methanesulfonyl chloride followed the procedure of Example 1 Step 3 as a white solid: 1H NMR (DMSO-d6) δ 2.86 (s, 3H, 5.87 (s, 2H), 7.22 (d, J=8.4 Hz, 2H, 7.25 (dd, J=9.0, 2.1 Hz, 1H, 7.30-7.40 (m, 3H, 7.40-7.50 (m, 6H), 7.58-7.63 (m, 4H, 7.66 (d, J=9.0 Hz, 1H, 9.40 (s, 1H, 12.52 (br s, 1H; MS (ESI) m/z 495 [M-H]−; HRMS calcd for C29H25N2O4S: 497.1533; found (ESI+): 497.1524; Anal... Reactants: C(C1=CC=CC=C1)OC=1C(=NC(=NC1O)CC1(CCCCC1)C1=CC=CC=C1)C(=O)O (5-benzyloxy-6-hydroxy-2-(1-phenyl-cyclohexylmethyl)-pyrimidine-4-carboxylic acid), [Si](C)(C)(C(C)(C)C)OCCNC(C)C (N-(2-(tert-Butyldimethylsilyloxy)ethyl)propan-2-amine), CCCP(=O)=O (propylphosphonic anhydride), C(C)(C)N(CC)C(C)C (diisopropyl ethylamine). Run in C(C)(=O)OCC (ethyl acetate), O1CCCC1 (tetrahydrofuran), O (water). Reaction conditions: temperature 65 celsius. The product is [Si](C)(C)(C(C)(C)C)OCCN(C(=O)C1=NC(=NC(=C1OCC1=CC=CC=C1)O)CC1(CCCCC1)C1=CC=CC=C1)C(C)C (5-benzyloxy-6-hydroxy-2-(1-phenyl-cyclohexylmethyl)-pyrimidine-4-carboxylic acid [2-(tert-butyl-dimethylsilanyloxy)-ethyl]-isopropylamide). Isolated yield 34.0%. As a reaction SMILES: [CH2:1]([O:8][C:9]1[C:10]([C:29](O)=[O:30])=[N:11][C:12]([CH2:16][C:17]2([C:23]3[CH:28]=[CH:27][CH:26]=[CH:25][CH:24]=3)[CH2:22][CH2:21][CH2:20][CH2:19][CH2:18]2)=[N:13][C:14]=1[OH:15])[C:2]1[CH:7]=[CH:6][CH:5]=[CH:4][CH:3]=1.[Si:32]([O:39][CH2:40][CH2:41][NH:42][CH:43]([CH3:45])[CH3:44])([C:35]([CH3:38])([CH3:37])[CH3:36])([CH3:34])[CH3:33].CCCP(=O)=O.C(N(C(C)C)CC)(C)C>O1CCCC1.O.C(OCC)(=O)C>[Si:32]([O:39][CH2:40][CH2:41][N:42]([CH:43]([CH3:45])[CH3:44])[C:29]([C:10]1[C:9]([O:8][CH2:1][C:2]2[CH:7]=[CH:6][CH:5]=[CH:4][CH:3]=2)=[C:14]([OH:15])[N:13]=[C:12]([CH2:16][C:17]2([C:23]3[CH:28]=[CH:27][CH:26]=[CH:25][CH:24]=3)[CH2:22][CH2:21][CH2:20][CH2:19][CH2:18]2)[N:11]=1)=[O:30])([C:35]([CH3:38])([CH3:37])[CH3:36])([CH3:34])[CH3:33]. Procedure details: To a stirred solution of 5-benzyloxy-6-hydroxy-2-(1-phenyl-cyclohexylmethyl)-pyrimidine-4-carboxylic acid (256) (0.5 g, 1.19 mmol) and [2-(tert-butyl-dimethylsilanyloxy)-ethyl]-isopropyl-amine (8b) (0.78 g, 3.58 mmol) in dry tetrahydrofuran (20.0 mL) were added propylphosphonic anhydride (0.76 g, 2.39 mmol, 50% in ethyl acetate) and diisopropyl ethylamine (0.8 mL, 4.78 mmol) at room temperature and the reaction mixture was heated at 65° C. for 4 h. After completion of the reaction, the mixture w... The reactants are ClCl (chlorine), P(=O)(O)([O-])[O-].[Na+].[Na+] (disodium hydrogenphosphate), ClCCl (dichloromethane), C(C)(=O)NC1=NC=CC(=C1)C (2-acetamido-4-methylpyridine). Solvent: O (water). Reaction conditions: time 1 hour. Product: C(C)(=O)NC1=NC=C(C(=C1)C)Cl (2-acetamido-4-methyl-5-chloropyridine). The yield is 97.3%. As a reaction SMILES: [C:1]([NH:4][C:5]1[CH:10]=[C:9]([CH3:11])[CH:8]=[CH:7][N:6]=1)(=[O:3])[CH3:2].P([O-])([O-])(O)=O.[Na+].[Na+].[Cl:19]CCl.ClCl>O>[C:1]([NH:4][C:5]1[CH:10]=[C:9]([CH3:11])[C:8]([Cl:19])=[CH:7][N:6]=1)(=[O:3])[CH3:2] |f:1.2.3|. Reported procedure: In 300 ml of water, 15.0 g (0. lmol) of 2-acetamido-4-methylpyridine (Ia) was dissolved. To this solution, 35.5 g (0.25 mol) of disodium hydrogenphosphate and 100 ml of dichloromethane were added in this order. While this mixture was stirred, 8.0 g (0.11 mol) of chlorine was introduced thereto at 0° C. for one hour. After having further been stirred at the same temperature for 2 hours, the mixture was separated into a water layer and an extract layer. After the water layer was further extracted ...